From a dataset of the Open Reaction Database (ORD), a public repository of structured organic reaction records. describe an organic reaction: reactants, conditions, products, and yield Reactants: O (water), [H-].[Na+] (sodium hydride), N1CCSCC1 (thiomorpholine), ClCC1=NC2=CC(=C(C=C2C(=C1C(=O)OCC)C1=CC(=C(C=C1)OC)OC)OC)OC (ethyl 2-chloromethyl-4-(3,4-dimethoxyphenyl)-6,7-dimethoxyquinoline-3-carboxylate). Run in CN(C=O)C (N,N-dimethylformamide). Conditions: time 15 minute. The product is COC=1C=C(C=CC1OC)C1=C(C(=NC2=CC(=C(C=C12)OC)OC)CN1CCSCC1)C(=O)OCC (ethyl 4-(3,4-dimethoxyphenyl)-6,7-dimethoxy-2-thiomorpholinomethylquinoline-3-carboxylate). Yield: 20.3%. As a reaction SMILES: [H-].[Na+].[NH:3]1[CH2:8][CH2:7][S:6][CH2:5][CH2:4]1.Cl[CH2:10][C:11]1[C:20]([C:21]([O:23][CH2:24][CH3:25])=[O:22])=[C:19]([C:26]2[CH:31]=[CH:30][C:29]([O:32][CH3:33])=[C:28]([O:34][CH3:35])[CH:27]=2)[C:18]2[C:13](=[CH:14][C:15]([O:38][CH3:39])=[C:16]([O:36][CH3:37])[CH:17]=2)[N:12]=1.O>CN(C)C=O>[CH3:35][O:34][C:28]1[CH:27]=[C:26]([C:19]2[C:18]3[C:13](=[CH:14][C:15]([O:38][CH3:39])=[C:16]([O:36][CH3:37])[CH:17]=3)[N:12]=[C:11]([CH2:10][N:3]3[CH2:8][CH2:7][S:6][CH2:5][CH2:4]3)[C:20]=2[C:21]([O:23][CH2:24][CH3:25])=[O:22])[CH:31]=[CH:30][C:29]=1[O:32][CH3:33] |f:0.1|. Procedure details: Oily sodium hydride (60%, 0.753 g) was added to a solution of thiomorpholine (1.8 g) in N,N-dimethylformamide (50 ml), and the mixture was stirred at room temperature for 15 minutes. Then ethyl 2-chloromethyl-4-(3,4-dimethoxyphenyl)-6,7-dimethoxyquinoline-3-carboxylate (6.0 g) was added. The mixture was stirred at room temperature overnight, poured into water and extracted with ethyl acetate. The ethyl acetate layer was washed with water and dried over magnesium sulfate, and the solvent was evap... Starting materials: CC#N, NS(=O)(=O)c1ccccc1CCl, C1CCC2=NCCCN2CC1, O, Sc1ncccn1. Product: NS(=O)(=O)c1ccccc1CSc1ncccn1. As a reaction SMILES: [CH3:31][C:32]#[N:33].[Cl:19][CH2:20][c:21]1[c:22]([S:27](=[O:28])(=[O:29])[NH2:30])[cH:23][cH:24][cH:25][cH:26]1.[N:1]12[CH2:2][CH2:3][CH2:4][N:5]=[C:6]1[CH2:7][CH2:8][CH2:9][CH2:10][CH2:11]2.[OH2:34].[SH:12][c:13]1[n:14][cH:15][cH:16][cH:17][n:18]1>>[S:12]([c:13]1[n:14][cH:15][cH:16][cH:17][n:18]1)[CH2:20][c:21]1[c:22]([S:27](=[O:28])(=[O:29])[NH2:30])[cH:23][cH:24][cH:25][cH:26]1. Reactants: N1=CC=C(C=C1)C=C(C(=O)OC)C(=O)OC (dimethyl (4-pyridylmethylene)malonate), C(C)(=O)O (acetic acid). Reagents/catalysts: [Pd] (palladium on activated carbon). Solvent: CO (methanol). Product: N1CCC(CC1)CC(C(=O)OC)C(=O)OC (dimethyl (4-piperidylmethyl)malonate). Reaction SMILES: [N:1]1[CH:6]=[CH:5][C:4]([CH:7]=[C:8]([C:13]([O:15][CH3:16])=[O:14])[C:9]([O:11][CH3:12])=[O:10])=[CH:3][CH:2]=1.C(O)(=O)C>CO.[Pd]>[NH:1]1[CH2:2][CH2:3][CH:4]([CH2:7][CH:8]([C:13]([O:15][CH3:16])=[O:14])[C:9]([O:11][CH3:12])=[O:10])[CH2:5][CH2:6]1. Procedure: A solution of dimethyl (4-pyridylmethylene)malonate [XXVIIIa] (925 g) in methanol (9 L) was hydrogenated in the presence of glacial acetic acid (360 mL) and 10% palladium on activated carbon catalyst (92.5 g) at 60° C. and 200 psi. The catalyst was filtered off and the resulting solution of the title compound in the form of acetic acid salt was used directly in the next step. Isolated yield 79.3%. Conditions: temperature 120 celsius, time 16 hour. Product: C(CC)OC1=CC=C(C=C1)CC(=O)OCC (ethyl 2-(4-n-propoxyphenyl)acetate). Procedure details: 4-n-propoxytoluene (1.8 g), ethanol (46 mg), di-tert-butyl peroxide (73 mg, 1 equivalent), and Pd(Xantphos)Cl2 (3.8 mg, 1 mol %) were added into a reaction kettle, into which 10 atm carbon monoxide was introduced. The reaction was heated to 120° C., and stirred at this constant temperature for 16 h. After the reaction was completed, carbon monoxide was discharged, and 88 mg ethyl 2-(4-n-propoxyphenyl)acetate was obtained by column chromatography, in a yield of 79%. 1HNMR (400 MHz, CDCl3) δ 1.00 ... Reaction SMILES: [CH2:1]([O:4][C:5]1[CH:10]=[CH:9][C:8]([CH3:11])=[CH:7][CH:6]=1)[CH2:2][CH3:3].C(O[O:17][C:18]([CH3:21])(C)C)(C)(C)C.[C]=O.[CH2:24]([OH:26])C>>[CH2:1]([O:4][C:5]1[CH:6]=[CH:7][C:8]([CH2:11][C:24]([O:17][CH2:18][CH3:21])=[O:26])=[CH:9][CH:10]=1)[CH2:2][CH3:3] |^3:21|. Starting materials: [C]=O (carbon monoxide), C(CC)OC1=CC=C(C=C1)C (4-n-propoxytoluene), C(C)(C)(C)OOC(C)(C)C (di-tert-butyl peroxide), Pd(Xantphos)Cl2, [C]=O (carbon monoxide), C(C)O (ethanol).